This data is from the Open Reaction Database (ORD), a public repository of structured organic reaction records. The task is: describe an organic reaction: reactants, conditions, products, and yield Solvent: C(C)(=O)OCC (ethyl acetate), O1CCCC1 (tetrahydrofuran). Isolated yield 99.9%. The product is FC1=CC=C(C=C1)C1NCCC(C1)=O (2-(4-fluorophenyl)piperidin-4-one). Starting materials: FC1=CC=C(C=C1)C1N(CCC(C1)=O)C(=O)OCC1=CC=CC=C1 (benzyl 2-(4-fluorophenyl)-4-oxopiperidine-1-carboxylate). RXN SMILES: [F:1][C:2]1[CH:7]=[CH:6][C:5]([CH:8]2[CH2:13][C:12](=[O:14])[CH2:11][CH2:10][N:9]2C(OCC2C=CC=CC=2)=O)=[CH:4][CH:3]=1>C(OCC)(=O)C.O1CCCC1.[Pd]>[F:1][C:2]1[CH:7]=[CH:6][C:5]([CH:8]2[CH2:13][C:12](=[O:14])[CH2:11][CH2:10][NH:9]2)=[CH:4][CH:3]=1. Reagents/catalysts: [Pd] (Pd/C). Reported procedure: A solution of benzyl 2-(4-fluorophenyl)-4-oxopiperidine-1-carboxylate (4.75 g, 14.50 mmol) in a mixture of ethyl acetate and tetrahydrofuran (1:1, 100 mL) was hydrogenated in the presence of 10% Pd/C at atmospheric pressure over 12 h. The catalyst was filtered off and the filtrate was concentrated. The residue was dissolved in ethyl acetate (250 mL) and washed twice with saturated aqueous bicarbonate (100 mL), brine, then dried over anhydrous sodium sulfate, filtered and concentrated. The residu... Reactants: OC1=C(C=CC=C1)C(=O)C1=CC=CC=C1 (2-hydroxyphenyl phenyl methanone), CN(C(=S)Cl)C (dimethylthiocarbamoyl chloride). Yields the product CN(C(OC1=C(C=CC=C1)C(C1=CC=CC=C1)=O)=S)C (O-(2-benzoylphenyl) dimethylthiocarbamate). The yield is 81.8%. As a reaction SMILES: [OH:1][C:2]1[CH:7]=[CH:6][CH:5]=[CH:4][C:3]=1[C:8]([C:10]1[CH:15]=[CH:14][CH:13]=[CH:12][CH:11]=1)=[O:9].[CH3:16][N:17]([CH3:21])[C:18](Cl)=[S:19]>>[CH3:16][N:17]([CH3:21])[C:18](=[S:19])[O:1][C:2]1[CH:7]=[CH:6][CH:5]=[CH:4][C:3]=1[C:8](=[O:9])[C:10]1[CH:11]=[CH:12][CH:13]=[CH:14][CH:15]=1. Procedure: Following the procedure described in Preparation Ia and starting from 9.5 g (0.048 mol) of 2-hydroxyphenyl phenyl methanone and 10.3 g (0.083 mol) of dimethylthiocarbamoyl chloride, 11.2 g of the expected product are obtained (yield: 82%). The reactants are CC(C)(C)OC(=O)NC1CCN(c2ccc(N)cc2F)CC1, CCN=C=NCCCN(C)C, CN(C)c1ccncc1, COCCOCOc1ccc(Cl)cc1C(=O)O, ClCCl, Cl, O. Yields the product COCCOCOc1ccc(Cl)cc1C(=O)Nc1ccc(N2CCC(NC(=O)OC(C)(C)C)CC2)c(F)c1. RXN SMILES: [C:18]([CH3:19])([CH3:20])([CH3:21])[O:22][C:23]([NH:24][CH:25]1[CH2:26][CH2:27][N:28]([c:31]2[c:32]([F:38])[cH:33][c:34]([NH2:37])[cH:35][cH:36]2)[CH2:29][CH2:30]1)=[O:39].[CH2:41]([N:42]=[C:43]=[N:44][CH2:45][CH2:46][CH2:47][N:48]([CH3:49])[CH3:50])[CH3:51].[CH3:55][N:56]([CH3:57])[c:58]1[cH:59][cH:60][n:61][cH:62][cH:63]1.[Cl:1][c:2]1[cH:3][cH:4][c:5]([O:11][CH2:12][O:13][CH2:14][CH2:15][O:16][CH3:17])[c:6]([C:7](=[O:8])[OH:9])[cH:10]1.[Cl:52][CH2:53][Cl:54].[ClH:40].[OH2:64]>>[Cl:1][c:2]1[cH:3][cH:4][c:5]([O:11][CH2:12][O:13][CH2:14][CH2:15][O:16][CH3:17])[c:6]([C:7](=[O:9])[NH:37][c:34]2[cH:33][c:32]([F:38])[c:31]([N:28]3[CH2:27][CH2:26][CH:25]([NH:24][C:23]([O:22][C:18]([CH3:19])([CH3:20])[CH3:21])=[O:39])[CH2:30][CH2:29]3)[cH:36][cH:35]2)[cH:10]1. Starting materials: CS(=O)(=O)Cl (Methanesulfonyl chloride), CN1C(C(CCC1)O)=O (1-methyl-2-oxo-3-piperidinol). Solvent: C(Cl)Cl (methylene chloride). Isolated yield 86.9%. Run at temperature 25 celsius, time 2.5 hour. Procedure: Methanesulfonyl chloride (0.8 ml., 0.01 mole) was added dropwise to a stirred solution of 1-methyl-2-oxo-3-piperidinol (1.29 g, 0.01 mole) and 4-dimethylaminopyridine (2.44 g., 0.02 mole), in 50 ml. methylene chloride at 0° C. under nitrogen. The resulting solution was stirred at 0° C. for 15 min. and at 25° C. for 2.5 hours. The reaction mixture was then washed with 50 ml. saturated aqueous sodium chloride solution containing 6.8 ml. of 6N aqueous hydrochloric acid solution, dried over anhydrou... Product: CS(=O)(=O)OC1C(N(CCC1)C)=O (1-Methylpiperidin-2-on-3-yl Methylsulfonate). As a reaction SMILES: [CH3:1][S:2](Cl)(=[O:4])=[O:3].[CH3:6][N:7]1[CH2:12][CH2:11][CH2:10][CH:9]([OH:13])[C:8]1=[O:14]>CN(C)C1C=CN=CC=1.C(Cl)Cl>[CH3:1][S:2]([O:13][CH:9]1[CH2:10][CH2:11][CH2:12][N:7]([CH3:6])[C:8]1=[O:14])(=[O:4])=[O:3]. Reagents/catalysts: CN(C1=CC=NC=C1)C (4-dimethylaminopyridine). Reactants: CN1C(=O)CCC2(C)c3ccc(Br)cc3CCC12, Cc1ccccc1, OB(O)c1ccc(Cl)cc1, ClCCl, [Na+], [Na+], O=C([O-])[O-], [Pd], c1ccc(P(c2ccccc2)c2ccccc2)cc1, c1ccc(P(c2ccccc2)c2ccccc2)cc1, c1ccc(P(c2ccccc2)c2ccccc2)cc1, c1ccc(P(c2ccccc2)c2ccccc2)cc1. Yields the product CN1C(=O)CCC2(C)c3ccc(-c4ccc(Cl)cc4)cc3CCC12. As a reaction SMILES: [CH3:1][N:2]1[C:3](=[O:18])[CH2:4][CH2:5][C:6]2([CH3:17])[c:7]3[c:8]([cH:12][c:13]([Br:16])[cH:14][cH:15]3)[CH2:9][CH2:10][CH:11]12.[CH3:35][c:36]1[cH:37][cH:38][cH:39][cH:40][cH:41]1.[Cl:19][c:20]1[cH:21][cH:22][c:23]([B:26]([OH:27])[OH:28])[cH:24][cH:25]1.[Cl:42][CH2:43][Cl:44].[Na+:29].[Na+:30].[O-:31][C:32](=[O:33])[O-:34].[Pd:45].[c:103]1([P:104]([c:105]2[cH:106][cH:107][cH:108][cH:109][cH:110]2)[c:111]2[cH:112][cH:113][cH:114][cH:115][cH:116]2)[cH:117][cH:118][cH:119][cH:120][cH:121]1.[c:46]1([P:47]([c:48]2[cH:49][cH:50][cH:51][cH:52][cH:53]2)[c:54]2[cH:55][cH:56][cH:57][cH:58][cH:59]2)[cH:60][cH:61][cH:62][cH:63][cH:64]1.[c:65]1([P:66]([c:67]2[cH:68][cH:69][cH:70][cH:71][cH:72]2)[c:73]2[cH:74][cH:75][cH:76][cH:77][cH:78]2)[cH:79][cH:80][cH:81][cH:82][cH:83]1.[c:84]1([P:85]([c:86]2[cH:87][cH:88][cH:89][cH:90][cH:91]2)[c:92]2[cH:93][cH:94][cH:95][cH:96][cH:97]2)[cH:98][cH:99][cH:100][cH:101][cH:102]1>>[CH3:1][N:2]1[C:3](=[O:18])[CH2:4][CH2:5][C:6]2([CH3:17])[c:7]3[c:8]([cH:12][c:13](-[c:23]4[cH:22][cH:21][c:20]([Cl:19])[cH:25][cH:24]4)[cH:14][cH:15]3)[CH2:9][CH2:10][CH:11]12. Product: FC1=CC=C(C=C1)C(CN1CCN(CC1)CCCCC1=CC=CC2=CC=CC=C12)C1(CCN(CC1)C)O (4-{1-(4-fluorophenyl)-2-[4-(naphthalen-1-yl-butyl)piperazin-1-yl]ethyl}-1-methylpiperidin-4-ol). The reactants are FC1=CC=C(C=C1)C(C(=O)N1CCN(CC1)CCCCC1=CC=CC2=CC=CC=C12)C1(CCN(CC1)C)O (4-{1-(4-Fluorophenyl)-2-[4-(naphthalen-1-yl-butyl)piperazin-1-yl]-2-oxoethyl}-1-methylpiperidin-4-ol), [H-].[Al+3].[Li+].[H-].[H-].[H-] (lithium aluminum hydride). Isolated yield 13.6%. Run at temperature 50 celsius, time 15 minute. The solvent is O1CCCC1 (tetrahydrofuran), CCOCC (ether), N (ammonia). Reported procedure: 0.25 g of 4-{1-(4-Fluorophenyl)-2-[4-(naphthalen-1-yl-butyl)piperazin-1-yl]-2-oxoethyl}-1-methylpiperidin-4-ol was dissolved in 3 ml of tetrahydrofuran, and 18 mg of lithium aluminum hydride was added, followed by stirring at 50° C. for 15 minutes. The reaction solution was cooled to room temperature and diluted with ether, and 25% aqueous ammonia solution was added dropwise. The precipitate was removed by Celite filtration, the filtrate was concentrated under reduced pressure, and the residue w... As a reaction SMILES: [F:1][C:2]1[CH:7]=[CH:6][C:5]([CH:8]([C:31]2([OH:38])[CH2:36][CH2:35][N:34]([CH3:37])[CH2:33][CH2:32]2)[C:9]([N:11]2[CH2:16][CH2:15][N:14]([CH2:17][CH2:18][CH2:19][CH2:20][C:21]3[C:30]4[C:25](=[CH:26][CH:27]=[CH:28][CH:29]=4)[CH:24]=[CH:23][CH:22]=3)[CH2:13][CH2:12]2)=O)=[CH:4][CH:3]=1.[H-].[Al+3].[Li+].[H-].[H-].[H-]>O1CCCC1.CCOCC.N>[F:1][C:2]1[CH:7]=[CH:6][C:5]([CH:8]([C:31]2([OH:38])[CH2:32][CH2:33][N:34]([CH3:37])[CH2:35][CH2:36]2)[CH2:9][N:11]2[CH2:16][CH2:15][N:14]([CH2:17][CH2:18][CH2:19][CH2:20][C:21]3[C:30]4[C:25](=[CH:26][CH:27]=[CH:28][CH:29]=4)[CH:24]=[CH:23][CH:22]=3)[CH2:13][CH2:12]2)=[CH:4][CH:3]=1 |f:1.2.3.4.5.6|. Starting materials: ClC1=CC(=C(C=C1)/C=C/C(=O)C=1C=CC(NC1)=O)F ((E)-5-(3-(4-chloro-2-fluorophenyl)acryloyl)pyridin-2(1H)-one), IC (iodomethane), C([O-])([O-])=O.[K+].[K+] (potassium carbonate). Yields the product ClC1=CC(=C(C=C1)/C=C/C(=O)C=1C=CC(N(C1)C)=O)F ((E)-5-(3-(4-Chloro-2-fluorophenyl)acryloyl)-1-methylpyridin-2(1H)-one). As a reaction SMILES: [Cl:1][C:2]1[CH:7]=[CH:6][C:5](/[CH:8]=[CH:9]/[C:10]([C:12]2[CH:13]=[CH:14][C:15](=[O:18])[NH:16][CH:17]=2)=[O:11])=[C:4]([F:19])[CH:3]=1.IC.[C:22](=O)([O-])[O-].[K+].[K+]>>[Cl:1][C:2]1[CH:7]=[CH:6][C:5](/[CH:8]=[CH:9]/[C:10]([C:12]2[CH:13]=[CH:14][C:15](=[O:18])[N:16]([CH3:22])[CH:17]=2)=[O:11])=[C:4]([F:19])[CH:3]=1 |f:2.3.4|. Reported procedure: In analogy to example 161, step 1, (E)-5-(3-(4-chloro-2-fluorophenyl)acryloyl)pyridin-2(1H)-one was reacted with iodomethane in the presence of potassium carbonate to give the title compound as a yellow solid, MS (ESI+): m/z=292.0 [M+H]+. The reactants are ClC1=C(C=O)C(=CC=C1)Cl (2,6-dichlorobenzaldehyde), [C-]#N.[K+] (potassium cyanide). The solvent is C(C)(=O)O (acetic acid), O (water). Conditions: time 8 hour. Product: ClC1=C(C(=CC=C1)Cl)C(C#N)O ((±)-2,6-dichloro-α-hydroxybenzeneacetonitrile). Isolated yield 86.6%. Reaction SMILES: [Cl:1][C:2]1[CH:9]=[CH:8][CH:7]=[C:6]([Cl:10])[C:3]=1[CH:4]=[O:5].[C-:11]#[N:12].[K+]>C(O)(=O)C.O>[Cl:1][C:2]1[CH:9]=[CH:8][CH:7]=[C:6]([Cl:10])[C:3]=1[CH:4]([OH:5])[C:11]#[N:12] |f:1.2|. Reported procedure: To a stirred and cooled suspension of 438 g of 2,6-dichlorobenzaldehyde in 2000 g of glacial acetic acid there was added dropwise a solution of 203 g of potassium cyanide in 350 g of water, keeping the temperature below 25° C. Stirring was continued overnight at room temperature. The reaction mixture was concentrated and the residue, which solidified upon cooling, was filtered off and dried, yielding 438 g of (±)-2,6-dichloro-α-hydroxybenzeneacetonitrile; mp. 90° C. (interm. 1). Starting materials: COC(=O)C(OC)c1ccccc1ON=C(C)c1ccc(Cl)cc1, CO, CN. Yields the product CNC(=O)C(OC)c1ccccc1ON=C(C)c1ccc(Cl)cc1. As a reaction SMILES: [CH3:1][O:2][CH:3]([C:4](=[O:5])[O:6][CH3:7])[c:8]1[c:9]([O:14][N:15]=[C:16]([c:17]2[cH:18][cH:19][c:20]([Cl:23])[cH:21][cH:22]2)[CH3:24])[cH:10][cH:11][cH:12][cH:13]1.[CH3:25][OH:26].[CH3:27][NH2:28]>>[CH3:1][O:2][CH:3]([C:4](=[O:5])[NH:28][CH3:27])[c:8]1[c:9]([O:14][N:15]=[C:16]([c:17]2[cH:18][cH:19][c:20]([Cl:23])[cH:21][cH:22]2)[CH3:24])[cH:10][cH:11][cH:12][cH:13]1.